From a dataset of the Open Reaction Database (ORD), a public repository of structured organic reaction records. describe an organic reaction: reactants, conditions, products, and yield Reactants: BrC(C)C (2-Bromopropane), C(C1=CC=CC=C1)OC1=CC(=C(C=C1)O)[N+](=O)[O-] (4-benzyloxy-2-nitrophenol), C([O-])([O-])=O.[K+].[K+] (potassium carbonate). The solvent is CN(C=O)C (dimethylformamide), O (water). Reaction conditions: temperature 50 celsius, time 22 hour. The product is C(C1=CC=CC=C1)OC=1C=CC(=C(C1)[N+](=O)[O-])OC(C)C (5-Benzyloxy-2-isopropoxynitrobenzene). Isolated yield 98.6%. As a reaction SMILES: Br[CH:2]([CH3:4])[CH3:3].[CH2:5]([O:12][C:13]1[CH:18]=[CH:17][C:16]([OH:19])=[C:15]([N+:20]([O-:22])=[O:21])[CH:14]=1)[C:6]1[CH:11]=[CH:10][CH:9]=[CH:8][CH:7]=1.C(=O)([O-])[O-].[K+].[K+]>CN(C)C=O.O>[CH2:5]([O:12][C:13]1[CH:18]=[CH:17][C:16]([O:19][CH:2]([CH3:4])[CH3:3])=[C:15]([N+:20]([O-:22])=[O:21])[CH:14]=1)[C:6]1[CH:7]=[CH:8][CH:9]=[CH:10][CH:11]=1 |f:2.3.4|. Procedure: 2-Bromopropane (4.51 mL, 5.90 g, 48 mmol) was added to a mixture of 4-benzyloxy-2-nitrophenol (J.Biol.Chem., 1985, 260, 3440, 2.94 g, 12 mmol) and potassium carbonate (9.95 g, 72 mmol) in dimethylformamide (20 mL) and the mixture was stirred at 50° C. for 22 h. The mixture was cooled, diluted with water (100 mL) and extracted with ethyl acetate (3×100 mL). The combined organic fractions were washed with aqueous sodium hydroxide (1M, 4×100 mL) and brine (100 mL), dried (MgSO4) and the solvent was... Starting materials: ClCCl, CSc1ccc(S(=O)(=O)N2CCCC2=O)cc1, O=C(OO)c1cccc(Cl)c1, [Na+], [Na+], O=S([O-])[O-]. Yields the product CS(=O)c1ccc(S(=O)(=O)N2CCCC2=O)cc1. Reaction SMILES: [CH2:35]([Cl:36])[Cl:37].[CH3:12][S:13][c:14]1[cH:15][cH:16][c:17]([S:20](=[O:21])(=[O:22])[N:23]2[C:24](=[O:28])[CH2:25][CH2:26][CH2:27]2)[cH:18][cH:19]1.[Cl:1][c:2]1[cH:3][cH:4][cH:5][c:6]([C:7]([O:8][OH:10])=[O:9])[cH:11]1.[Na+:33].[Na+:34].[S:29]([O-:30])([O-:31])=[O:32]>>[O:9]=[S:13]([CH3:12])[c:14]1[cH:15][cH:16][c:17]([S:20](=[O:21])(=[O:22])[N:23]2[C:24](=[O:28])[CH2:25][CH2:26][CH2:27]2)[cH:18][cH:19]1.